Dataset: the Open Reaction Database (ORD), a public repository of structured organic reaction records. Task: describe an organic reaction: reactants, conditions, products, and yield Reactants: solid, Cl.Cl.O1C=C(C=C2C1=CC=C2)C2N(CCCC2)CC[C@@H]2CC[C@H](CC2)N (trans-4-[2-(4-benzofuran-3-yl-piperidin-1-yl)-ethyl]-cyclohexylamine dihydrochloride), Cl.Cl.O1C=C(C=C2C1=CC=C2)C2N(CCCC2)CC[C@@H]2CC[C@H](CC2)N (trans-4-[2-(4-benzofuran-3-yl-piperidin-1-yl)-ethyl]-cyclohexylamine dihydrochloride), C(C1=CC=CC=C1)(=O)O (benzoic acid). The product is O1C=C(C=C2C1=CC=C2)C2N(CCCC2)CC[C@@H]2CC[C@H](CC2)NC(C2=CC=CC=C2)=O (trans-N-{4-[2-(4-Benzofuran-3-yl-piperidin-1-yl)-ethyl]-cyclohexyl}-benzamide). Reaction SMILES: Cl.Cl.[O:3]1[C:8]2=[CH:9][CH:10]=[CH:11][C:7]2=[CH:6][C:5]([CH:12]2[CH2:17][CH2:16][CH2:15][CH2:14][N:13]2[CH2:18][CH2:19][C@H:20]2[CH2:25][CH2:24][C@H:23]([NH2:26])[CH2:22][CH2:21]2)=[CH:4]1.[C:27](O)(=[O:34])[C:28]1[CH:33]=[CH:32][CH:31]=[CH:30][CH:29]=1>>[O:3]1[C:8]2=[CH:9][CH:10]=[CH:11][C:7]2=[CH:6][C:5]([CH:12]2[CH2:17][CH2:16][CH2:15][CH2:14][N:13]2[CH2:18][CH2:19][C@H:20]2[CH2:21][CH2:22][C@H:23]([NH:26][C:27](=[O:34])[C:28]3[CH:33]=[CH:32][CH:31]=[CH:30][CH:29]=3)[CH2:24][CH2:25]2)=[CH:4]1 |f:0.1.2|. Procedure details: The title compound, light yellow solid (65 mg, 60%), MS (ISP) m/z=431.5 [(M+H)+], mp 189° C., was prepared in accordance with the general method of example 1 from trans-4-[2-(4-benzofuran-3-yl-piperidin-1-yl)-ethyl]-cyclohexylamine dihydrochloride (intermediate A) (100 mg, 0.25 mmol) and benzoic acid. Reactants: N1=C2C(=NC=C1)C(=O)OC2=O (2,3-pyrazinedicarboxylic anhydride), C(CCN)N (1,3-propanediamine). The solvent is C(C)O (ethanol). Yields the product NCCCNC(=O)C=1C(=NC=CN1)C(=O)O (3-(3-Amino-propylcarbamoyl)-pyrazine-2-carboxylic acid). The yield is 94.2%. As a reaction SMILES: [N:1]1[CH:6]=[CH:5][N:4]=[C:3]2[C:7]([O:9][C:10](=[O:11])[C:2]=12)=[O:8].[CH2:12]([NH2:16])[CH2:13][CH2:14][NH2:15]>C(O)C>[NH2:15][CH2:14][CH2:13][CH2:12][NH:16][C:7]([C:3]1[C:2]([C:10]([OH:9])=[O:11])=[N:1][CH:6]=[CH:5][N:4]=1)=[O:8]. Procedure: To a solution of 2,3-pyrazinedicarboxylic anhydride (6.50 g, 43.3 mmol) in ethanol (25 mL) was added 1,3-propanediamine (3.42 g, 46.0 mmol) dropwise over 5 min. The reaction was stirred over night at RT and the precipitated product was collected by filtration to yield 9.15 g of 3-(3-Amino-propylcarbamoyl)-pyrazine-2-carboxylic acid as a white solid (94%). This intermediate (200 mg) was dissolved in DMF (3 mL) and heated in a microwave reactor for 3 min at 175° C. to produce 7,8-Dihydro-6H-1,4,5,...